Dataset: the Open Reaction Database (ORD), a public repository of structured organic reaction records. Task: describe an organic reaction: reactants, conditions, products, and yield Reactants: C1COC2(C3CCC(C(CC2)C3)NC(=O)OCC3=CC=CC=C3)O1 (6-Benzyloxycarbonylamino-bicyclo[3.3.1]nonan-2-one ethylene ketal), Cl (HCl). Run in CC(=O)C (acetone). Reaction conditions: time 2 hour. Product: C(C1=CC=CC=C1)OC(NC1C2CCC(C(CC1)C2)=O)=O ((6-Oxo-bicyclo[3.3.1]non-2-yl)-carbamic acid benzyl ester). The yield is 99.6%. As a reaction SMILES: C1O[C:4]2([CH2:11][CH2:10][CH:9]3[CH2:12][CH:5]2[CH2:6][CH2:7][CH:8]3[NH:13][C:14]([O:16][CH2:17][C:18]2[CH:23]=[CH:22][CH:21]=[CH:20][CH:19]=2)=[O:15])[O:3]C1.Cl>CC(C)=O>[CH2:17]([O:16][C:14](=[O:15])[NH:13][CH:8]1[CH2:7][CH2:6][CH:5]2[CH2:12][CH:9]1[CH2:10][CH2:11][C:4]2=[O:3])[C:18]1[CH:23]=[CH:22][CH:21]=[CH:20][CH:19]=1. Procedure details: 915 mg of 6-Benzyloxycarbonylamino-bicyclo[3.3.1]nonan-2-one ethylene ketal (99) were suspended in 7.6 mL of acetone and 2.9 mL of 5N HCl were added. The mixture was stirred for 2 h, the acetone was evaporated and the remaining liquid was slowly added to sat. NaHCO3. The aqueous layer was extracted with dichloromethane three times. The combined organic layer was dried over sodium sulfate and evaporated to dryness to give 0.79 g of the desired product. Rt=2.87 min (Method E). Detected mass: 288.2... Starting materials: ClCCl, Clc1ccc2c(c1)NCC2, Clc1ncnc2cnccc12, CN(C)C=O, c1ccncc1. The product is Clc1ccc2c(c1)N(c1ncnc3cnccc13)CC2. Reaction SMILES: [CH2:28]([Cl:29])[Cl:30].[Cl:12][c:13]1[cH:14][cH:15][c:16]2[c:20]([cH:21]1)[NH:19][CH2:18][CH2:17]2.[Cl:1][c:2]1[c:3]2[c:4]([n:5][cH:6][n:7]1)[cH:8][n:9][cH:10][cH:11]2.[O:31]=[CH:32][N:33]([CH3:34])[CH3:35].[cH:22]1[cH:23][cH:24][n:25][cH:26][cH:27]1>>[c:2]1([N:19]2[CH2:18][CH2:17][c:16]3[cH:15][cH:14][c:13]([Cl:12])[cH:21][c:20]32)[c:3]2[c:4]([n:5][cH:6][n:7]1)[cH:8][n:9][cH:10][cH:11]2. Reactants: CC(C)(C)OC(=O)N1CCC(O)(c2cc3nc(Cl)nc(N4CCOCC4)c3s2)CC1, [H-], CI, [Na+], CN(C)C=O. The product is COC1(c2cc3nc(Cl)nc(N4CCOCC4)c3s2)CCN(C(=O)OC(C)(C)C)CC1. As a reaction SMILES: [C:1]([CH3:2])([CH3:3])([CH3:4])[O:5][C:6](=[O:7])[N:8]1[CH2:9][CH2:10][C:11]([OH:14])([c:15]2[cH:16][c:17]3[n:18][c:19]([Cl:30])[n:20][c:21]([N:24]4[CH2:25][CH2:26][O:27][CH2:28][CH2:29]4)[c:22]3[s:23]2)[CH2:12][CH2:13]1.[H-:31].[I:33][CH3:34].[Na+:32].[O:35]=[CH:36][N:37]([CH3:38])[CH3:39]>>[C:1]([CH3:2])([CH3:3])([CH3:4])[O:5][C:6](=[O:7])[N:8]1[CH2:9][CH2:10][C:11]([O:14][CH3:34])([c:15]2[cH:16][c:17]3[n:18][c:19]([Cl:30])[n:20][c:21]([N:24]4[CH2:25][CH2:26][O:27][CH2:28][CH2:29]4)[c:22]3[s:23]2)[CH2:12][CH2:13]1.